Task: describe an organic reaction: reactants, conditions, products, and yield. Dataset: the Open Reaction Database (ORD), a public repository of structured organic reaction records The reactants are O=c1c2ccc(F)cc2oc2cc(N3CCOCC3)cc(O)c12, [H-], [Na+], CN(C)C=O, OCCO. The product is O=c1c2ccc(OCCO)cc2oc2cc(N3CCOCC3)cc(O)c12. As a reaction SMILES: [F:1][c:2]1[cH:3][c:4]2[o:5][c:6]3[cH:7][c:8]([N:18]4[CH2:19][CH2:20][O:21][CH2:22][CH2:23]4)[cH:9][c:10]([OH:17])[c:11]3[c:12](=[O:16])[c:13]2[cH:14][cH:15]1.[H-:29].[Na+:28].[O:30]=[CH:31][N:32]([CH3:33])[CH3:34].[OH:24][CH2:25][CH2:26][OH:27]>>[c:2]1([O:24][CH2:25][CH2:26][OH:27])[cH:3][c:4]2[o:5][c:6]3[cH:7][c:8]([N:18]4[CH2:19][CH2:20][O:21][CH2:22][CH2:23]4)[cH:9][c:10]([OH:17])[c:11]3[c:12](=[O:16])[c:13]2[cH:14][cH:15]1.